This data is from the Open Reaction Database (ORD), a public repository of structured organic reaction records. The task is: describe an organic reaction: reactants, conditions, products, and yield Starting materials: C(C1=CC=CC=C1)(=O)C1=C(C(=O)O)C=C(C=C1)[N+](=O)[O-] (2-benzoyl-5-nitrobenzoic acid), S(=O)(Cl)Cl (thionyl chloride). Run at time 3 hour. Yields the product ClC1OC(=O)C2=CC(=CC(=C12)C1=CC=CC=C1)[N+](=O)[O-] (3-chloro-4-phenyl-6-nitrophthalide). As a reaction SMILES: [C:1]([C:9]1[CH:17]=[CH:16][C:15]([N+:18]([O-:20])=[O:19])=[CH:14][C:10]=1[C:11]([OH:13])=[O:12])(=O)[C:2]1[CH:7]=[CH:6][CH:5]=[CH:4][CH:3]=1.S(Cl)([Cl:23])=O>>[Cl:23][CH:17]1[C:9]2[C:10](=[CH:14][C:15]([N+:18]([O-:20])=[O:19])=[CH:16][C:1]=2[C:2]2[CH:3]=[CH:4][CH:5]=[CH:6][CH:7]=2)[C:11](=[O:12])[O:13]1. Reported procedure: To 20 ml of thionyl chloride was added 25 g of 2-benzoyl-5-nitrobenzoic acid. The mixture was heated and stirred for 3 hours on the oil bath kept at a temperature of 60° C. Excess thionyl chloride was distilled away under reduced pressure, and 27.5 g of 3-chloro-4-phenyl-6-nitrophthalide was obtained as a brown oily substance. Separately, 4.48 g (0.04 mol.) of potassium tert-butoxide and 5.34 g (0.03 mol.) of 1-phenyl-5-mercaptotetrazole were added to 200 ml of dried dimethylformamide, and stirr... Starting materials: CNC (N,N-dimethylamine), C=O (formaldehyde), S1C=CC=2NC(=CC21)C(=O)OC (methyl 4H-thieno[3,2-b]pyrrole-5-carboxylate), C(C)(=O)O (acetic acid), ice, [OH-].[Na+] (sodium hydroxide). Conditions: time 12 hour. Product: CN(C)CC1=CC=2NC(=CC2O1)C(=O)OC (methyl 2-[(dimethylamino)methyl]-4H-furo[3,2-b]pyrrole-5-carboxylate). Yield: 36.0%. As a reaction SMILES: [CH3:1][NH:2][CH3:3].[CH2:4]=[O:5].S1C2[CH:12]=[C:11]([C:14]([O:16][CH3:17])=O)[NH:10][C:9]=2[CH:8]=[CH:7]1.[OH-:18].[Na+].[C:20](O)(=O)C>>[CH3:1][N:2]([CH2:20][C:7]1[O:5][C:4]2[CH:12]=[C:11]([C:14]([O:16][CH3:17])=[O:18])[NH:10][C:9]=2[CH:8]=1)[CH3:3] |f:3.4|. Procedure: Under N2, to 9 mL of glacial acetic acid were added N,N-dimethylamine (40% aqueous solution) (437 mg, 9.94 mmol), formaldehyde (37% aqueous solution) (283 mg, 9.90 mmol), and methyl 4H-thieno[3,2-b]pyrrole-5-carboxylate (1.64 g, 9.94 mmol). The temperature was kept between 0 and 5° C. while the components were added. The reaction mixture was heated at reflux for 1 h, and was then allowed to stand at rt for 12 h. The mixture was poured onto 30 g of ice, and it was brought to pH 10 by careful addi... Reactants: C(C)(=O)C1=C(C=C(C=C1)CC(C(=O)O)N)[N+](=O)[O-] (3-(4-acetyl-3-nitrophenyl)-2-aminopropanoic acid). Reagents/catalysts: [Pd] (Pd on carbon). Solvent: CO (MeOH). Product: C(C)(=O)C1=C(C=C(C=C1)CC(C(=O)O)N)N (3-(4-Acetyl-3-aminophenyl)-2-aminopropanoic acid). RXN SMILES: [C:1]([C:4]1[CH:9]=[CH:8][C:7]([CH2:10][CH:11]([NH2:15])[C:12]([OH:14])=[O:13])=[CH:6][C:5]=1[N+:16]([O-])=O)(=[O:3])[CH3:2]>CO.[Pd]>[C:1]([C:4]1[CH:9]=[CH:8][C:7]([CH2:10][CH:11]([NH2:15])[C:12]([OH:14])=[O:13])=[CH:6][C:5]=1[NH2:16])(=[O:3])[CH3:2]. Procedure details: 3-(4-acetyl-3-nitrophenyl)-2-aminopropanoic acid was reduced by 5% Pd on carbon in MeOH under 1 atm H2. Filtration followed by concentration under reduced pressure afforded 3-(4-Acetyl-3-aminophenyl)-2-aminopropanoic acid (X3179-96). MS (ESI+): m/z 223.22 (MH+). 1H NMR (400 MHz, MeOD): δ 7.78 (d, J=8.4 Hz, 1H), 6.66 (s, 1H), 6.54 (d, J=8.4 Hz, 1H), 4.25 (dd, J′=8.4 Hz, J″=5.2 Hz, 1H), 3.23 (dd, J′=14.4 Hz, J″=5.2 Hz, 1H), 3.02 (dd, J′=14.4 Hz, J″=8.4 Hz, 1H), 2.54 (s, 3H); 13C NMR: δ 202.14, 171... The product is FC1=C(C=CC=C1)NC1=NC(=NC(=C1C)C)NCC1=NC=CC=C1 (N4-(2-fluorophenyl)-5,6-dimethyl-N2-(pyridin-2-ylmethyl)pyrimidine-2,4-diamine). Reaction SMILES: [CH:1]1([NH:6][C:7]2[C:12]([CH3:13])=[C:11]([CH3:14])[N:10]=[C:9]([NH:15][CH2:16][C:17]3[CH:22]=[CH:21][CH:20]=[CH:19][N:18]=3)[N:8]=2)[CH2:5][CH2:4][CH2:3][CH2:2]1.[F:23][C:24]1C=CC=CC=1N>>[F:23][C:24]1[CH:2]=[CH:3][CH:4]=[CH:5][C:1]=1[NH:6][C:7]1[C:12]([CH3:13])=[C:11]([CH3:14])[N:10]=[C:9]([NH:15][CH2:16][C:17]2[CH:22]=[CH:21][CH:20]=[CH:19][N:18]=2)[N:8]=1. Starting materials: C1(CCCC1)NC1=NC(=NC(=C1C)C)NCC1=NC=CC=C1 (N4-cyclopentyl-5,6-dimethyl-N2-(pyridin-2-ylmethyl)pyrimidine-2,4-diamine), FC1=C(C=CC=C1)N ((2-fluorophenyl)amine). Procedure details: The titled compound was synthesized according to the procedure described for preparation of N4-cyclopentyl-5,6-dimethyl-N2-(pyridin-2-ylmethyl)pyrimidine-2,4-diamine (Example 29) using (2-fluorophenyl)amine instead of cyclopentanamine. The crude material was purified by column chromatography eluting with mixture of chloroform/ethanol/20% water solution of ammonia (200:10:1), and then the final product was washed with diethyl ether to afford the titled compound as a white solid. 1H NMR (300 MHz, ... Reactants: CO, COC(=O)c1ccc2sc(C=Cc3cccc([N+](=O)[O-])c3)nc2c1, [Ca+2], [Cl-], [Cl-], C1COCCO1, O, [Zn]. Yields the product COC(=O)c1ccc2sc(C=Cc3cccc(N)c3)nc2c1. RXN SMILES: [CH3:7][OH:8].[CH3:9][O:10][C:11](=[O:12])[c:13]1[cH:14][cH:15][c:16]2[c:17]([n:18][c:19]([CH:21]=[CH:22][c:23]3[cH:24][c:25]([N+:29]([O-:30])=[O:31])[cH:26][cH:27][cH:28]3)[s:20]2)[cH:32]1.[Ca+2:35].[Cl-:33].[Cl-:34].[O:1]1[CH2:2][CH2:3][O:4][CH2:5][CH2:6]1.[OH2:36].[Zn:37]>>[CH3:9][O:10][C:11](=[O:12])[c:13]1[cH:14][cH:15][c:16]2[c:17]([n:18][c:19]([CH:21]=[CH:22][c:23]3[cH:24][c:25]([NH2:29])[cH:26][cH:27][cH:28]3)[s:20]2)[cH:32]1. Starting materials: CI (methyl iodide), C(C)OCOC1=C(C=CC(=C1)OCOCC)OC(C)C (2,4-Bis(ethoxymethoxy)-1-isopropoxybenzene), [Li]CCCC (nBuLi). The solvent is C1CCOC1 (THF), C1CCOC1 (THF). Reaction conditions: temperature -78 celsius, time 1 hour. Product: C(C)OCOC1=C(C(=C(C=C1)OC(C)C)OCOCC)C (1,3-Bis(ethoxymethoxy)-4-isopropoxy-2-methylbenzene). Yield: 78.5%. As a reaction SMILES: [CH2:1]([O:3][CH2:4][O:5][C:6]1[CH:11]=[C:10]([O:12][CH2:13][O:14][CH2:15][CH3:16])[CH:9]=[CH:8][C:7]=1[O:17][CH:18]([CH3:20])[CH3:19])[CH3:2].[Li][CH2:22]CCC.CI>C1COCC1>[CH2:15]([O:14][CH2:13][O:12][C:10]1[CH:9]=[CH:8][C:7]([O:17][CH:18]([CH3:20])[CH3:19])=[C:6]([O:5][CH2:4][O:3][CH2:1][CH3:2])[C:11]=1[CH3:22])[CH3:16]. Procedure details: A solution of 4c (190 mg, 0.67 mmol) in anhydrous THF (530 μL) was added dropwise to a solution of nBuLi (2.5 M in hexanes, 410 μL, 1.00 mmol) in anhydrous THF (440 μL) at room temperature. After 1 hour, the solution was cooled to −78° C. and methyl iodide (170 μL, 2.67 mmol) was added. The resulting solution was warmed to room temperature over 12 hours, and the reaction was quenched by the addition of saturated aqueous NH4Cl. Water (5 mL) was added and the solution was extracted with CH2Cl2 (3×... The reactants are C1(=CC=CC=C1)P(C1=CC=CC=C1)C1=CC=CC=C1 (triphenylphosphine), CCOC(=O)/N=N/C(=O)OCC (diethylazodicarboxylate), C(C)OC(C(CC1=CC=C(C=C1)C#CCCCCO)OC)=O (3-[4-(6-Hydroxy-hex-1-ynyl)-phenyl]-2-methoxy-propionic acid ethyl ester), C1(=CC=CC=C1)C1=CC=C(C=C1)O (4-phenylphenol). Run in C1CCOC1 (THF), C1CCOC1 (THF). Conditions: time 20 minute. The product is C1(=CC=C(C=C1)OCCCCCC(=O)C1=CC=C(C=C1)C[C@@H](C(=O)O)OC)C1=CC=CC=C1 ((2S)-3-{4-[6-(Biphenyl-4-yloxy)-hexanoyl]-phenyl}-2-methoxy-propionic acid). Reaction SMILES: C1(P(C2C=CC=CC=2)C2C=CC=CC=2)C=CC=CC=1.CC[O:22]C(/N=N/C(OCC)=O)=O.C([O:34][C:35](=[O:53])[CH:36]([O:51][CH3:52])[CH2:37][C:38]1[CH:43]=[CH:42][C:41]([C:44]#[C:45][CH2:46][CH2:47][CH2:48][CH2:49][OH:50])=[CH:40][CH:39]=1)C.[C:54]1([C:60]2[CH:65]=[CH:64][C:63](O)=[CH:62][CH:61]=2)[CH:59]=[CH:58][CH:57]=[CH:56][CH:55]=1>C1COCC1>[C:60]1([C:54]2[CH:55]=[CH:56][CH:57]=[CH:58][CH:59]=2)[CH:61]=[CH:62][C:63]([O:50][CH2:49][CH2:48][CH2:47][CH2:46][CH2:45][C:44]([C:41]2[CH:40]=[CH:39][C:38]([CH2:37][C@H:36]([O:51][CH3:52])[C:35]([OH:34])=[O:53])=[CH:43][CH:42]=2)=[O:22])=[CH:64][CH:65]=1. Procedure details: A solution of triphenylphosphine (0.474 g, 1.8 mmol) in 50 mL of dry THF was treated at 0° C. with diethylazodicarboxylate (1.8 mmol) and stirred for 20 min. A solution of 3-[4-(6-Hydroxy-hex-1-ynyl)-phenyl]-2-methoxy-propionic acid ethyl ester (Example 49, Step A) (0.365 g, 1.2 mmol) and 4-phenylphenol (0.307 g, 1.8 mmol) in 10 mL of dry THF was added, and the mixture was stirred at room temperature overnight. The mixture was concentrated under vacuum and purified by silica gel chromatography (... Starting materials: [Br-], CC(C)(C=O)c1cccc(OCc2ccccc2)c1, CCCCC[P+](c1ccccc1)(c1ccccc1)c1ccccc1, CS(C)=O, [Na], O. Yields the product CCCCC=CC(C)(C)c1cccc(OCc2ccccc2)c1. As a reaction SMILES: [Br-:2].[CH2:27]([c:28]1[cH:29][cH:30][cH:31][cH:32][cH:33]1)[O:34][c:35]1[cH:36][c:37]([C:41]([CH:42]=[O:43])([CH3:44])[CH3:45])[cH:38][cH:39][cH:40]1.[CH2:3]([CH2:4][CH2:5][CH2:6][CH3:7])[P+:8]([c:9]1[cH:10][cH:11][cH:12][cH:13][cH:14]1)([c:15]1[cH:16][cH:17][cH:18][cH:19][cH:20]1)[c:21]1[cH:22][cH:23][cH:24][cH:25][cH:26]1.[CH3:47][S:48](=[O:49])[CH3:50].[Na:1].[OH2:46]>>[CH:3]([CH2:4][CH2:5][CH2:6][CH3:7])=[CH:42][C:41]([c:37]1[cH:36][c:35]([O:34][CH2:27][c:28]2[cH:29][cH:30][cH:31][cH:32][cH:33]2)[cH:40][cH:39][cH:38]1)([CH3:44])[CH3:45]. Starting materials: CCOC(=O)CC(=O)OCC, CN(C)C=O, CC(Cl)C(=O)c1ccc(F)cc1, [H-], [Na+], O. Product: CCOC(=O)C(C(=O)OCC)C(C)C(=O)c1ccc(F)cc1. RXN SMILES: [C:3]([CH2:4][C:5](=[O:6])[O:7][CH2:8][CH3:9])(=[O:10])[O:11][CH2:12][CH3:13].[CH3:27][N:28]([CH3:29])[CH:30]=[O:31].[Cl:14][CH:15]([C:16](=[O:17])[c:18]1[cH:19][cH:20][c:21]([F:24])[cH:22][cH:23]1)[CH3:25].[H-:1].[Na+:2].[OH2:26]>>[C:3]([CH:4]([C:5](=[O:6])[O:7][CH2:8][CH3:9])[CH:15]([C:16](=[O:17])[c:18]1[cH:19][cH:20][c:21]([F:24])[cH:22][cH:23]1)[CH3:25])(=[O:10])[O:11][CH2:12][CH3:13].